Task: describe an organic reaction: reactants, conditions, products, and yield. Dataset: the Open Reaction Database (ORD), a public repository of structured organic reaction records Starting materials: Cc1nc(-c2ccc(C(F)(F)F)cc2)ccc1NC(=O)OC(C)(C)C, CC(C)(C)OC(=O)C(C)(C)Oc1ccc(CC(=O)O)cc1, CNc1ccc(-c2ccc(C(F)(F)F)cc2)nc1C. Yields the product Cc1nc(-c2ccc(C(F)(F)F)cc2)ccc1N(C)C(=O)Cc1ccc(OC(C)(C)C(=O)OC(C)(C)C)cc1. Reaction SMILES: [C:20]([O:21][C:22](=[O:23])[NH:24][c:25]1[c:26]([CH3:27])[n:28][c:29](-[c:30]2[cH:31][cH:32][c:33]([C:34]([F:35])([F:36])[F:37])[cH:38][cH:39]2)[cH:40][cH:41]1)([CH3:42])([CH3:43])[CH3:44].[C:45]([CH3:46])([CH3:47])([CH3:48])[O:49][C:50]([C:51]([CH3:52])([CH3:53])[O:54][c:55]1[cH:56][cH:57][c:58]([CH2:61][C:62](=[O:63])[OH:64])[cH:59][cH:60]1)=[O:65].[CH3:1][NH:2][c:3]1[c:4]([CH3:19])[n:5][c:6](-[c:9]2[cH:10][cH:11][c:12]([C:15]([F:16])([F:17])[F:18])[cH:13][cH:14]2)[cH:7][cH:8]1>>[CH3:1][N:2]([c:3]1[c:4]([CH3:19])[n:5][c:6](-[c:9]2[cH:10][cH:11][c:12]([C:15]([F:16])([F:17])[F:18])[cH:13][cH:14]2)[cH:7][cH:8]1)[C:62]([CH2:61][c:58]1[cH:57][cH:56][c:55]([O:54][C:51]([C:50]([O:49][C:45]([CH3:46])([CH3:47])[CH3:48])=[O:65])([CH3:52])[CH3:53])[cH:60][cH:59]1)=[O:64]. Reactants: C=CCC(=O)C(O)C(OC(OC(C)(C)C)C(=O)O)C(O)C(O)CO, [Na+], [OH-]. Product: C=CCC(=O)C(O)C(OCC(=O)O)C(O)C(O)CO. RXN SMILES: [CH2:1]([CH:2]=[CH2:3])[C:4](=[O:5])[CH:6]([OH:7])[CH:8]([O:9][CH:10]([C:11](=[O:12])[OH:13])[O:14][C:15]([CH3:16])([CH3:17])[CH3:18])[CH:19]([OH:20])[CH:21]([OH:22])[CH2:23][OH:24].[Na+:26].[OH-:25]>>[CH2:1]([CH:2]=[CH2:3])[C:4](=[O:5])[CH:6]([OH:7])[CH:8]([O:9][CH2:10][C:11](=[O:12])[OH:13])[CH:19]([OH:20])[CH:21]([OH:22])[CH2:23][OH:24]. The reactants are CCOC(=O)COc1ccc(OCCc2nc(-c3ccccc3)oc2C)cc1CC, CCO, [Na+], [OH-]. Yields the product CCc1cc(OCCc2nc(-c3ccccc3)oc2C)ccc1OCC(=O)O. Reaction SMILES: [CH2:1]([CH3:2])[O:3][C:4]([CH2:5][O:6][c:7]1[c:8]([CH2:28][CH3:29])[cH:9][c:10]([O:13][CH2:14][CH2:15][c:16]2[n:17][c:18](-[c:22]3[cH:23][cH:24][cH:25][cH:26][cH:27]3)[o:19][c:20]2[CH3:21])[cH:11][cH:12]1)=[O:30].[CH3:33][CH2:34][OH:35].[Na+:32].[OH-:31]>>[O:3]=[C:4]([CH2:5][O:6][c:7]1[c:8]([CH2:28][CH3:29])[cH:9][c:10]([O:13][CH2:14][CH2:15][c:16]2[n:17][c:18](-[c:22]3[cH:23][cH:24][cH:25][cH:26][cH:27]3)[o:19][c:20]2[CH3:21])[cH:11][cH:12]1)[OH:30]. Reactants: FC1=CC=C(C(=C1C#N)C)CC=O (6-fluoro-2-methyl-3-(2-oxoethyl)benzonitrile), Cl.N1(CCNCC1)C(CC1=CC=C(C=C1)N1N=NN=C1)=O (1-(piperazin-1-yl)-2-[4-(1H-tetrazol-1-yl)phenyl]ethanone hydrochloride), N=1ON=C2C1C=CC(=C2)CCN2CCN(CC2)C(CC2=CC=C(C=C2)N2N=NN=C2)=O (1-{4-[2-(2,1,3-benzoxadiazol-5-yl)ethyl]piperazin-1-yl}-2-[4-(1H-tetrazol-1-yl)phenyl]ethanone). The product is FC1=CC=C(C(=C1C#N)C)CCN1CCN(CC1)C(CC1=CC=C(C=C1)N1N=NN=C1)=O (6-Fluoro-2-methyl-3-[2-(4-{[4-(1H-tetrazol-1-yl)phenyl]acetyl}piperazin-1-yl)ethyl]benzonitrile). As a reaction SMILES: [F:1][C:2]1[C:7]([C:8]#[N:9])=[C:6]([CH3:10])[C:5]([CH2:11][CH:12]=O)=[CH:4][CH:3]=1.Cl.[N:15]1([C:21](=[O:34])[CH2:22][C:23]2[CH:28]=[CH:27][C:26]([N:29]3[CH:33]=[N:32][N:31]=[N:30]3)=[CH:25][CH:24]=2)[CH2:20][CH2:19][NH:18][CH2:17][CH2:16]1.N1ON=C2C=C(CCN3CCN(C(=O)CC4C=CC(N5C=NN=N5)=CC=4)CC3)C=CC=12>>[F:1][C:2]1[C:7]([C:8]#[N:9])=[C:6]([CH3:10])[C:5]([CH2:11][CH2:12][N:18]2[CH2:17][CH2:16][N:15]([C:21](=[O:34])[CH2:22][C:23]3[CH:24]=[CH:25][C:26]([N:29]4[CH:33]=[N:32][N:31]=[N:30]4)=[CH:27][CH:28]=3)[CH2:20][CH2:19]2)=[CH:4][CH:3]=1 |f:1.2|. Procedure details: 6-Fluoro-2-methyl-3-[2-(4-{[4-(1H-tetrazol-1-yl)phenyl]acetyl}piperazin-1-yl)ethyl]benzonitrile was prepared from 6-fluoro-2-methyl-3-(2-oxoethyl)benzonitrile and 1-(piperazin-1-yl)-2-[4-(1H-tetrazol-1-yl)phenyl]ethanone hydrochloride in an analogous fashion to that described for 1-{4-[2-(2,1,3-benzoxadiazol-5-yl)ethyl]piperazin-1-yl}-2-[4-(1H-tetrazol-1-yl)phenyl]ethanone (General Method C). 1H-NMR (400 MHz, CD3OD) δ 9.89 (s, 1H), 7.76˜7.78 (m, 2H), 7.51˜7.55 (m, 1H), 7.40˜7.42 (m, 2H), 7.21˜7.... The reactants are CC(C(C)(C)O1)(C)OB1C2=CN(S(C3=CC=CC=C3)(=O)=O)C4=C2C=CC=N4, ClC1=CC2=C(C=CN2)C=C1. The reagents and catalysts are CC(C)(C)C1=CC=C(C=C1)C2=CC=C(C=C2)C(C)(C)C, [O-]P(=O)([O-])[O-].[K+].[K+].[K+], CC(C1=CC(C(C)C)=C(C2=CC=CC=C2P(C3CCCCC3)C4CCCCC4)C(C(C)C)=C1)C.NC5=CC=CC=C5C6=CC=CC=[C-]6.Cl[Pd+]. The solvent is C1CCOC1, O (water), C1CCOC1. Conditions: temperature 25 celsius, time 24 hour. The product is O=S(N1C=C(C2=CC3=C(C=C2)C=CN3)C4=C1N=CC=C4)(C5=CC=CC=C5)=O. Yield: 37.0%. The reactants are Cl (HCl), O1CCOCC1 (dioxane), CS(=O)(=O)C1CCN(CC1)C(=O)OC(C)(C)C (tert-Butyl 4-(methylsulfonyl)piperidine-1-carboxylate). Run in CCOC(=O)C (EtOAc). Run at temperature 0 celsius. Yields the product CS(=O)(=O)C1CCNCC1 (4-(methylsulfonyl)piperidine). RXN SMILES: [CH3:1][S:2]([CH:5]1[CH2:10][CH2:9][N:8](C(OC(C)(C)C)=O)[CH2:7][CH2:6]1)(=[O:4])=[O:3].Cl.O1CCOCC1>CCOC(C)=O>[CH3:1][S:2]([CH:5]1[CH2:10][CH2:9][NH:8][CH2:7][CH2:6]1)(=[O:4])=[O:3]. Procedure: tert-Butyl 4-(methylsulfonyl)piperidine-1-carboxylate 5-4 (12.270 g, 46.59 mmol) was dissolved in 80 mL EtOAc and the solution was cooled to 0° C. 4.0M HCl in dioxane (58.240 mL, 232.95 mmol) was added and the solution was allowed to warm to room temperature. After 5 hours the reaction was concentrated in vacuo to afford 4-(methylsulfonyl)piperidine 5-5 as a white solid. HCl salt: